Dataset: the Open Reaction Database (ORD), a public repository of structured organic reaction records. Task: describe an organic reaction: reactants, conditions, products, and yield The reactants are CCOC(C)=O, O=S(=O)(O)Cl, CC(O)(C(=O)Nc1ccccc1Cl)C(F)(F)F. The product is CC(O)(C(=O)Nc1ccc(S(=O)(=O)Cl)cc1Cl)C(F)(F)F. RXN SMILES: [CH3:23][CH2:24][O:25][C:26](=[O:27])[CH3:28].[Cl:18][S:19](=[O:20])(=[O:21])[OH:22].[Cl:1][c:2]1[c:3]([NH:8][C:9]([C:10]([C:11]([F:12])([F:13])[F:14])([CH3:15])[OH:16])=[O:17])[cH:4][cH:5][cH:6][cH:7]1>>[Cl:1][c:2]1[c:3]([NH:8][C:9]([C:10]([C:11]([F:12])([F:13])[F:14])([CH3:15])[OH:16])=[O:17])[cH:4][cH:5][c:6]([S:19]([Cl:18])(=[O:20])=[O:21])[cH:7]1. Reactants: C1(CCCC1)SC1=CC(=CC(=C1)C)I (1-(cyclopentylthio)-3-iodo-5-methylbenzene), ClC=1C=C(C(=O)OO)C=CC1 (3-chloroperoxybenzoic acid), S(=O)(=O)([O-])S(=O)[O-].[Na+].[Na+] (sodium metabisulphite). Solvent: C(Cl)Cl (DCM). Reaction conditions: time 2 hour. Product: C1(CCCC1)S(=O)(=O)C1=CC(=CC(=C1)C)I (1-(Cyclopentylsulfonyl)-3-iodo-5-methylbenzene). RXN SMILES: C1(S[C:7]2[CH:12]=[C:11]([CH3:13])[CH:10]=[C:9]([I:14])[CH:8]=2)CCCC1.ClC1C=[C:18]([CH:23]=[CH:24][CH:25]=1)[C:19](OO)=O.[S:26](S([O-])=O)([O-:29])(=O)=[O:27].[Na+].[Na+]>C(Cl)Cl>[CH:19]1([S:26]([C:7]2[CH:12]=[C:11]([CH3:13])[CH:10]=[C:9]([I:14])[CH:8]=2)(=[O:29])=[O:27])[CH2:18][CH2:23][CH2:24][CH2:25]1 |f:2.3.4|. Procedure details: A solution of 1-(cyclopentylthio)-3-iodo-5-methylbenzene (440 mg) in DCM (20 ml) at 20° under nitrogen was treated with 3-chloroperoxybenzoic acid (1.046 g, 57-86% pure) and the mixture stirred at 20° for 2 h. 0.5M Aqueous sodium metabisulphite solution was added and the mixture was vigorously stirred at 20° for 18 h. The layers were separated and the organic phase washed with 0.5M aqueous sodium metabisulphite solution. The organic phase was dried (Na2SO4) and the solvent evaporated in vacuo. T... Reactants: C(C)(C)(C)OC([C@@H](N[C@@H](CSCCCCCCC)C(=O)OCC)C)=O (N-[(R)-1-ethoxycarbonyl-2-heptylthioethyl]-alanine t-butyl ester). Solvent: C(=O)(C(F)(F)F)O (TFA). Reaction conditions: time 3 hour. Yields the product C(C)OC(=O)[C@H](CSCCCCCCC)N[C@@H](C)C(=O)O (N-[(R)-1-ethoxycarbonyl-2-heptylthioethyl]-alanine). Reaction SMILES: C([O:5][C:6](=[O:25])[C@H:7]([CH3:24])[NH:8][C@H:9]([C:19]([O:21][CH2:22][CH3:23])=[O:20])[CH2:10][S:11][CH2:12][CH2:13][CH2:14][CH2:15][CH2:16][CH2:17][CH3:18])(C)(C)C>C(O)(C(F)(F)F)=O>[CH2:22]([O:21][C:19]([C@@H:9]([NH:8][C@H:7]([C:6]([OH:25])=[O:5])[CH3:24])[CH2:10][S:11][CH2:12][CH2:13][CH2:14][CH2:15][CH2:16][CH2:17][CH3:18])=[O:20])[CH3:23]. Procedure: The β-isomer of N-[(R)-1-ethoxycarbonyl-2-heptylthioethyl]-alanine t-butyl ester (2.4 g) prepared above was dissolved in 10 ml of TFA and the solution was stirred at room temperature for 3 hours. The TFA was evaporated off under reduced pressure. The residue was poured into ice water and adjusted to a pH of 4 with a saturated aqueous solution of sodium hydrogencarbonate, followed by extraction with methylene chloride. The extract was washed with water and dried over anhydrous sodium sulfate. The... The reactants are COC(C(C1=CC=C(C=C1)OCCOC1=CC=C(C=C1)C1=CC=CC=C1)=O)=O (4-[[2-[4-(1,1'-biphenyl)oxy]ethyl]oxy]-alpha-oxobenzeneacetic acid methyl ester). Solvent: CO (methanol), [OH-].[Na+] (sodium hydroxide). The product is O=C(C(=O)O)C1=CC=C(C=C1)OCCOC1=CC=C(C=C1)OC1=CC=CC=C1 (alpha-oxo-4-[[2-(4-phenoxyphenoxy)ethyl]oxy]benzeneacetic acid). Yield: 136.8%. As a reaction SMILES: C[O:2][C:3](=[O:28])[C:4](=[O:27])[C:5]1[CH:10]=[CH:9][C:8]([O:11][CH2:12][CH2:13][O:14][C:15]2[CH:20]=[CH:19][C:18](C3C=CC=CC=3)=[CH:17][CH:16]=2)=[CH:7][CH:6]=1>CO.[OH-].[Na+]>[O:27]=[C:4]([C:5]1[CH:6]=[CH:7][C:8]([O:11][CH2:12][CH2:13][O:14][C:15]2[CH:16]=[CH:17][C:18]([O:11][C:8]3[CH:9]=[CH:10][CH:5]=[CH:6][CH:7]=3)=[CH:19][CH:20]=2)=[CH:9][CH:10]=1)[C:3]([OH:2])=[O:28] |f:2.3|. Reported procedure: A mixture of 4-[[2-[4-(1,1'-biphenyl)oxy]ethyl]oxy]-alpha-oxobenzeneacetic acid methyl ester (0.8 g) in methanol (20 mL) and 0.5N sodium hydroxide (8 mL) was treated as in Example 19. Extraction provided solids which were crystallized from diethyl etherhexane to give 0.55 g of colorless alpha-oxo-4-[[2-(4-phenoxyphenoxy)ethyl]oxy]benzeneacetic acid, mp 124°-126° C. The reactants are C([O-])([O-])=O.[K+].[K+] (potassium carbonate), CC=1N(C2=NC(=CC(=C2N1)N)C)C1=C(C=C(C=C1C)C)C (2,5dimethyl-3-(2,4,6-trimethylphenyl)imidazolo[5,4-b]pyridine-7-ylamine), C(C)(C)N(C(C)C)CC (N,N-diisopropylethylamine), ClCC(=O)Cl (chloroacetyl chloride). Run in ClCCCl (1,2-dichloroethane). The product is CC=1N(C2=NC(=CC(=C2N1)NC(CCl)=O)C)C1=C(C=C(C=C1C)C)C (N-[2,5-Dimethyl-3-(2,4,6-trimethylphenyl)imidazolo[5,4-b]pyridin-7-yl]-2-chloroacetamide). RXN SMILES: [CH3:1][C:2]1[N:3]([C:13]2[C:18]([CH3:19])=[CH:17][C:16]([CH3:20])=[CH:15][C:14]=2[CH3:21])[C:4]2[C:9]([N:10]=1)=[C:8]([NH2:11])[CH:7]=[C:6]([CH3:12])[N:5]=2.C(N(CC)C(C)C)(C)C.[Cl:31][CH2:32][C:33](Cl)=[O:34].C(=O)([O-])[O-].[K+].[K+]>ClCCCl>[CH3:1][C:2]1[N:3]([C:13]2[C:18]([CH3:19])=[CH:17][C:16]([CH3:20])=[CH:15][C:14]=2[CH3:21])[C:4]2[C:9]([N:10]=1)=[C:8]([NH:11][C:33](=[O:34])[CH2:32][Cl:31])[CH:7]=[C:6]([CH3:12])[N:5]=2 |f:3.4.5|. Reported procedure: Treat a solution of 2,5dimethyl-3-(2,4,6-trimethylphenyl)imidazolo[5,4-b]pyridine-7-ylamine (0.8 g, 2.85 mmol), and N,N-diisopropylethylamine (0.54 mL, 3.13 mmol) in 1,2-dichloroethane (10 mL) with chloroacetyl chloride (0.25 mL, 3.13 mmol). Heat the solution to reflux for 5 h, cool to ambient temperature, and pour into an aqueous potassium carbonate solution. Extract the resulting mixture wit CH2Cl2 and wash with saturated aq NaCl. Separate the organic layer, dry over Na2SO4, filter and concent... Reactants: O=C([O-])O, Cc1ccc(-n2cccc2C#N)cc1, CC(=O)OC(C)=O, [Na+], O, O=[N+]([O-])O. The product is Cc1ccc(-n2cc([N+](=O)[O-])cc2C#N)cc1. Reaction SMILES: [C:20](=[O:21])([OH:22])[O-:23].[CH3:1][c:2]1[cH:3][cH:4][c:5](-[n:8]2[c:9]([C:13]#[N:14])[cH:10][cH:11][cH:12]2)[cH:6][cH:7]1.[CH3:25][C:26]([O:27][C:28](=[O:29])[CH3:30])=[O:31].[Na+:24].[OH2:19].[OH:15][N+:16]([O-:17])=[O:18]>>[CH3:1][c:2]1[cH:3][cH:4][c:5](-[n:8]2[c:9]([C:13]#[N:14])[cH:10][c:11]([N+:16](=[O:15])[O-:17])[cH:12]2)[cH:6][cH:7]1. The reactants are O=C1NCC(Cc2ccccc2)O1, CC(=O)Cl, [Na], c1ccccc1. Yields the product CC(=O)N1CC(Cc2ccccc2)OC1=O. As a reaction SMILES: [CH2:2]([c:3]1[cH:4][cH:5][cH:6][cH:7][cH:8]1)[CH:9]1[CH2:10][NH:11][C:12](=[O:14])[O:13]1.[CH3:15][C:16]([Cl:17])=[O:18].[Na:1].[cH:19]1[cH:20][cH:21][cH:22][cH:23][cH:24]1>>[CH2:2]([c:3]1[cH:4][cH:5][cH:6][cH:7][cH:8]1)[CH:9]1[CH2:10][N:11]([C:16]([CH3:15])=[O:18])[C:12](=[O:14])[O:13]1.